The task is: describe an organic reaction: reactants, conditions, products, and yield. This data is from the Open Reaction Database (ORD), a public repository of structured organic reaction records. Reactants: ClCC1=C(C=CC=C1)OC1=CC(=CC=C1)F (1-(Chloromethyl)-2-(3-fluorophenoxy)benzene), [C-]#N.[Na+] (sodium cyanide). The solvent is C(C)O (ethanol), O (water). Product: FC=1C=C(OC2=C(C=CC=C2)CC#N)C=CC1 (2-(3-Fluorophenoxy)benzeneacetonitrile). As a reaction SMILES: Cl[CH2:2][C:3]1[CH:8]=[CH:7][CH:6]=[CH:5][C:4]=1[O:9][C:10]1[CH:15]=[CH:14][CH:13]=[C:12]([F:16])[CH:11]=1.[C-:17]#[N:18].[Na+]>C(O)C.O>[F:16][C:12]1[CH:11]=[C:10]([CH:15]=[CH:14][CH:13]=1)[O:9][C:4]1[CH:5]=[CH:6][CH:7]=[CH:8][C:3]=1[CH2:2][C:17]#[N:18] |f:1.2|. Procedure: 1-(Chloromethyl)-2-(3-fluorophenoxy)benzene (26.5 g.) was dissolved in 300 ml of ethanol; a solution of sodium cyanide (7.8 g.) in 15 ml of water was added, and the resulting mixture was heated to reflux overnight. The ethanol was evaporated, the residue taken up in water, extracted with ether and the combined ether extracts were dried and concentrated to give the title compound. ##STR13## Reactants: C(C)(C)(C)OC(NCCC[C@H]1C(N[C@@H](CC2=C(C=CC(C=3C=CC(=C(C[C@@H](C(N1)=O)NC(=O)OC(C)(C)C)C3)O)=C2)O)C(=O)N[C@@H](CCCN)C(=O)N[C@@H](CCN)C(=O)NCCN)=O)=O (tert-butyl{3-[(8S,11S,14S)-8-{[((1S)-4-amino-1-{[((1S)-3-amino-1-{[(2-aminoethyl)amino]carbonyl}propyl)amino]carbonyl}butyl)amino]carbonyl}-14-[(tert-butoxycarbonyl)amino]-5,17-dihydroxy-10,13-dioxo-9,12-diazatricyclo[14.3.1.12,6]henicosa-1(20),2(21),3,5,16,18-hexaen-11-yl]propyl}carbamate), solution, Cl (hydrogen chloride). The solvent is O1CCOCC1 (dioxane). Reaction conditions: time 30 minute. Yields the product Cl.Cl.Cl.Cl.Cl.N[C@@H]1C(N[C@H](C(N[C@@H](CC2=C(C=CC(C=3C=CC(=C(C1)C3)O)=C2)O)C(=O)N[C@@H](CCCN)C(=O)N[C@@H](CCN)C(=O)NCCN)=O)CCCN)=O ((8S,11S,14S)-14-Amino-N-((1S)-4-amino-1-{[((1S)-3-amino-1-{[(2-aminoethyl)amino]carbonyl}propyl)amino]carbonyl}butyl)-11-(3-aminopropyl)-5,17-dihydroxy-10,13-dioxo-9,12-diazatricyclo[14.3.1.12,6]henicosa-1(20),2(21),3,5,16,18-hexaene-8-carboxamide pentahydrochloride). As a reaction SMILES: C(OC(=O)[NH:7][CH2:8][CH2:9][CH2:10][C@@H:11]1[NH:29][C:28](=[O:30])[C@@H:27]([NH:31]C(OC(C)(C)C)=O)[CH2:26][C:25]2[CH:39]=[C:21]([CH:22]=[CH:23][C:24]=2[OH:40])[C:20]2=[CH:41][C:16](=[C:17]([OH:42])[CH:18]=[CH:19]2)[CH2:15][C@@H:14]([C:43]([NH:45][C@H:46]([C:51]([NH:53][C@H:54]([C:58]([NH:60][CH2:61][CH2:62][NH2:63])=[O:59])[CH2:55][CH2:56][NH2:57])=[O:52])[CH2:47][CH2:48][CH2:49][NH2:50])=[O:44])[NH:13][C:12]1=[O:64])(C)(C)C.[ClH:66]>O1CCOCC1>[ClH:66].[ClH:66].[ClH:66].[ClH:66].[ClH:66].[NH2:31][C@H:27]1[CH2:26][C:25]2[CH:39]=[C:21]([CH:22]=[CH:23][C:24]=2[OH:40])[C:20]2=[CH:41][C:16](=[C:17]([OH:42])[CH:18]=[CH:19]2)[CH2:15][C@@H:14]([C:43]([NH:45][C@H:46]([C:51]([NH:53][C@H:54]([C:58]([NH:60][CH2:61][CH2:62][NH2:63])=[O:59])[CH2:55][CH2:56][NH2:57])=[O:52])[CH2:47][CH2:48][CH2:49][NH2:50])=[O:44])[NH:13][C:12](=[O:64])[C@H:11]([CH2:10][CH2:9][CH2:8][NH2:7])[NH:29][C:28]1=[O:30] |f:3.4.5.6.7.8|. Reported procedure: 7 mg (0.008 mmol) of tert-butyl{3-[(8S,11S,14S)-8-{[((1S)-4-amino-1-{[((1S)-3-amino-1-{[(2-aminoethyl)amino]carbonyl}propyl)amino]carbonyl}butyl)amino]carbonyl}-14-[(tert-butoxycarbonyl)amino]-5,17-dihydroxy-10,13-dioxo-9,12-diazatricyclo[14.3.1.12,6]henicosa-1(20),2(21),3,5,16,18-hexaen-11-yl]propyl}carbamate tris(hydroacetate) (Example 208A) are added into 0.6 ml of a 4N solution of hydrogen chloride in dioxane and stirred at RT for 30 min. The reaction solution is concentrated, coevaporated w... Starting materials: CN1N=CC(=C1)C=1C=CC(N(N1)CC1=CC(=CC=C1)C1=NC=C(C=N1)B1OC(C(O1)(C)C)(C)C)=O (6-(1-methyl-1H-pyrazol-4-yl)-2-{3-[5-(4,4,5,5-tetramethyl-1,3,2-dioxaborolan-2-yl)pyrimidin-2-yl]benzyl}-2H-pyridazin-3-one), B(=O)O[O-].[Na+] (sodium perborate). Solvent: C1CCOC1 (THF), O (water). Run at time 2 hour. Yields the product OC=1C=NC(=NC1)C=1C=C(CN2N=C(C=CC2=O)C=2C=NN(C2)C)C=CC1 (2-[3-(5-hydroxypyrimidin-2-yl)benzyl]-6-(1-methyl-1H-pyrazol-4-yl)-2H-pyridazin-3-one). RXN SMILES: B(O[O-])=[O:2].[Na+].[CH3:6][N:7]1[CH:11]=[C:10]([C:12]2[CH:13]=[CH:14][C:15](=[O:40])[N:16]([CH2:18][C:19]3[CH:24]=[CH:23][CH:22]=[C:21]([C:25]4[N:30]=[CH:29][C:28](B5OC(C)(C)C(C)(C)O5)=[CH:27][N:26]=4)[CH:20]=3)[N:17]=2)[CH:9]=[N:8]1>C1COCC1.O>[OH:2][C:28]1[CH:27]=[N:26][C:25]([C:21]2[CH:20]=[C:19]([CH:24]=[CH:23][CH:22]=2)[CH2:18][N:16]2[C:15](=[O:40])[CH:14]=[CH:13][C:12]([C:10]3[CH:9]=[N:8][N:7]([CH3:6])[CH:11]=3)=[N:17]2)=[N:30][CH:29]=1 |f:0.1|. Procedure: 8.50 g (85.1 mmol) of sodium perborate are added in portions with ice-cooling to a suspension of 13.4 g (28.4 mmol) of 6-(1-methyl-1H-pyrazol-4-yl)-2-{3-[5-(4,4,5,5-tetramethyl-1,3,2-dioxaborolan-2-yl)pyrimidin-2-yl]benzyl}-2H-pyridazin-3-one in 55 ml of THF and 55 ml of water, and the mixture is stirred at room temperature for 2 hours. The reaction mixture is filtered off through kieselguhr with suction. The filtrate is evaporated to about half of the original volume in vacuo and adjusted to a ... Yields the product C1=CC=CC=2C3=CC=CC=C3C(C12)COC(=O)N[C@@H](CC1=CC=CC=C1)C(=O)O (N-[(9H-fluoren-9ylmethyloxy)carbonyl]-L-phenylalanine). The yield is 31.0%. The reactants are N[C@@H](CC1=CC=CC=C1)C(=O)O (Phenylalanine), C([O-])([O-])=O.[Na+].[Na+] (sodium carbonate), C(ON1C(C(CC1=O)CC1C2=CC=CC=C2C=2C=CC=CC12)=O)([O-])=O (9-fluorenylmethylsuccinimidyl carbonate). Reaction SMILES: [NH2:1][C@H:2]([C:10]([OH:12])=[O:11])[CH2:3][C:4]1[CH:9]=[CH:8][CH:7]=[CH:6][CH:5]=1.[C:13](=[O:16])([O-])[O-:14].[Na+].[Na+].C(=O)([O-])ON1C(=O)CC([CH2:27][CH:28]2[C:40]3[CH:39]=[CH:38][CH:37]=[CH:36][C:35]=3[C:34]3[C:29]2=[CH:30][CH:31]=[CH:32][CH:33]=3)C1=O>O.O1CCOCC1>[CH:30]1[C:29]2[CH:28]([CH2:27][O:14][C:13]([NH:1][C@H:2]([C:10]([OH:12])=[O:11])[CH2:3][C:4]3[CH:9]=[CH:8][CH:7]=[CH:6][CH:5]=3)=[O:16])[C:40]3[C:35](=[CH:36][CH:37]=[CH:38][CH:39]=3)[C:34]=2[CH:33]=[CH:32][CH:31]=1 |f:1.2.3|. Solvent: O1CCOCC1 (dioxane), O (water), O (water). Procedure details: Phenylalanine (27.25 g, 0.165 mole) was dissolved in a solution of sodium carbonate (31.8 g, 0.3 mole) in 320 ml of water. This mixture was added to a solution of 9-fluorenylmethylsuccinimidyl carbonate (50.8 g, 0.15 mole) dissolved in a minimum amount of dioxane (approximately 90 ml being required). The mixture was stirred vigorously (mechanical stirring) at room temperature for 22 hours and then diluted with water. The reaction mixture was extracted twice with ethyl ether and then acidified to... Starting materials: ClCCl, CC(C)(C)OC(=O)NC1=NC2(c3cc(NC(=O)c4ccc(F)cn4)ccc3F)OCCC2CS1, O=C(O)C(F)(F)F. The product is NC1=NC2(c3cc(NC(=O)c4ccc(F)cn4)ccc3F)OCCC2CS1. As a reaction SMILES: [Cl:42][CH2:43][Cl:44].[F:1][c:2]1[c:3]([C:18]23[N:19]=[C:20]([NH:27][C:28](=[O:29])[O:30][C:31]([CH3:32])([CH3:33])[CH3:34])[S:21][CH2:22][CH:23]2[CH2:24][CH2:25][O:26]3)[cH:4][c:5]([NH:8][C:9]([c:10]2[n:11][cH:12][c:13]([F:16])[cH:14][cH:15]2)=[O:17])[cH:6][cH:7]1.[F:35][C:36]([F:37])([F:38])[C:39]([OH:40])=[O:41]>>[F:1][c:2]1[c:3]([C:18]23[N:19]=[C:20]([NH2:27])[S:21][CH2:22][CH:23]2[CH2:24][CH2:25][O:26]3)[cH:4][c:5]([NH:8][C:9]([c:10]2[n:11][cH:12][c:13]([F:16])[cH:14][cH:15]2)=[O:17])[cH:6][cH:7]1. Starting materials: CC(=O)C(Cc1ccc(S(C)(=O)=O)cc1Cl)C(=O)SC(C)(C)C, Nc1cc(O)ccc1Cl. Product: CC(=O)C(Cc1ccc(S(C)(=O)=O)cc1Cl)C(=O)Nc1cc(O)ccc1Cl. RXN SMILES: [C:10]([S:11][C:15]([CH:16]([C:17]([CH3:18])=[O:19])[CH2:20][c:21]1[c:22]([Cl:31])[cH:23][c:24]([S:27](=[O:28])(=[O:29])[CH3:30])[cH:25][cH:26]1)=[O:32])([CH3:12])([CH3:13])[CH3:14].[NH2:1][c:2]1[cH:3][c:4]([OH:9])[cH:5][cH:6][c:7]1[Cl:8]>>[NH:1]([c:2]1[cH:3][c:4]([OH:9])[cH:5][cH:6][c:7]1[Cl:8])[C:15]([CH:16]([C:17]([CH3:18])=[O:19])[CH2:20][c:21]1[c:22]([Cl:31])[cH:23][c:24]([S:27](=[O:28])(=[O:29])[CH3:30])[cH:25][cH:26]1)=[O:32]. The product is Cl.Cl.NCCON=C(CCN1C=NC=C1)C1=CC(=CC=C1)C(F)(F)F (3-(1-(1H)-Imidazolyl)-1-(3-trifluoromethylphenyl)-1-propanone O-(2-aminoethyl)oxime dihydrochloride). As a reaction SMILES: [N:1]1([CH2:6][CH2:7][C:8]([C:10]2[CH:15]=[CH:14][CH:13]=[C:12]([C:16]([F:19])([F:18])[F:17])[CH:11]=2)=O)[CH:5]=[CH:4][N:3]=[CH:2]1.[ClH:20].Cl.[NH2:22][CH2:23][CH2:24][O:25][NH2:26].N1C=CC=CC=1.C(O)C>[OH-].[Na+].C(OCC)(=O)C>[ClH:20].[ClH:20].[NH2:22][CH2:23][CH2:24][O:25][N:26]=[C:8]([C:10]1[CH:15]=[CH:14][CH:13]=[C:12]([C:16]([F:19])([F:18])[F:17])[CH:11]=1)[CH2:7][CH2:6][N:1]1[CH:5]=[CH:4][N:3]=[CH:2]1 |f:1.2.3,6.7,9.10.11|. Starting materials: N1(C=NC=C1)CCC(=O)C1=CC(=CC=C1)C(F)(F)F (3-(1-(1H)-imidazolyl)-1-(3-trifluoromethylphenyl)-1-propanone), Cl.Cl.NCCON (O-(2-aminoethyl)hydroxylamine dihydrochloride), N1=CC=CC=C1 (pyridine), C(C)O (ethanol). Run in [OH-].[Na+] (sodium hydroxide), C(C)(=O)OCC (ethyl acetate). Procedure: A mixture of 3-(1-(1H)-imidazolyl)-1-(3-trifluoromethylphenyl)-1-propanone (4.60 g), O-(2-aminoethyl)hydroxylamine dihydrochloride (3.07 g), 3 equivalents of pyridine, and absolute ethanol (75 ml) was stirred under reflux, under nitrogen, for three hrs. The reaction mixture was diluted with 10% sodium hydroxide solution and ethyl acetate. The layers were separated. The aqueous phase was extracted with ethyl acetate, the organic layers were dried over anhydrous sodium sulfate, filtered, and the f... Yield: 53.5%. Starting materials: COC1=CC=C(CN(C2=NC=CC=C2)CCN(CCCCCCN)C)C=C1 (N-[2-[N-(4-methoxybenzyl)-N-(2-pyridyl)amino]ethyl]-N-methyl-1,6-hexanediamine), C(#N)NC(OC1=CC=CC=C1)=NCCCOC1=CC(=CC=C1)CN1CCCCC1 (N-cyano-O-phenyl-N'-[3-[3-(piperidinomethyl)phenoxy]propyl]isourea). Product: C(#N)NC(=NCCCOC1=CC(=CC=C1)CN1CCCCC1)NCCCCCCN(C)CCN(C1=NC=CC=C1)CC1=CC=C(C=C1)OC (N-cyano-N'-[6-[N-[2-[N-(4-methoxybenzyl)-N-(2-pyridyl)amino]ethyl]-N-methylamino]hexyl]-N"-[3-[3-(piperidinomethyl)phenoxy]propyl]guanidine). As a reaction SMILES: [CH3:1][O:2][C:3]1[CH:27]=[CH:26][C:6]([CH2:7][N:8]([CH2:15][CH2:16][N:17]([CH3:25])[CH2:18][CH2:19][CH2:20][CH2:21][CH2:22][CH2:23][NH2:24])[C:9]2[CH:14]=[CH:13][CH:12]=[CH:11][N:10]=2)=[CH:5][CH:4]=1.[C:28]([NH:30][C:31](=[N:39][CH2:40][CH2:41][CH2:42][O:43][C:44]1[CH:49]=[CH:48][CH:47]=[C:46]([CH2:50][N:51]2[CH2:56][CH2:55][CH2:54][CH2:53][CH2:52]2)[CH:45]=1)OC1C=CC=CC=1)#[N:29]>>[C:28]([NH:30][C:31]([NH:24][CH2:23][CH2:22][CH2:21][CH2:20][CH2:19][CH2:18][N:17]([CH2:16][CH2:15][N:8]([CH2:7][C:6]1[CH:26]=[CH:27][C:3]([O:2][CH3:1])=[CH:4][CH:5]=1)[C:9]1[CH:14]=[CH:13][CH:12]=[CH:11][N:10]=1)[CH3:25])=[N:39][CH2:40][CH2:41][CH2:42][O:43][C:44]1[CH:49]=[CH:48][CH:47]=[C:46]([CH2:50][N:51]2[CH2:52][CH2:53][CH2:54][CH2:55][CH2:56]2)[CH:45]=1)#[N:29]. Reported procedure: Preparation is effected analogously to Example 1, using 0.56 g (1.52 mmol) of N-[2-[N-(4-methoxybenzyl)-N-(2-pyridyl)amino]ethyl]-N-methyl-1,6-hexanediamine and the equimolar amount of N-cyano-O-phenyl-N'-[3-[3-(piperidinomethyl)phenoxy]propyl]isourea as starting materials. Working up by chromatography analogously to Example 1 yields the purified title compound in the form of a viscous oil; MS (+FAB method): m/z (rel. int. [%])=669 ([M+H]+, 5), 121 (100); IR (KBr): 2163 cm-1 (C≡N). For analytica... Starting materials: ClC=1C=C(C=CC1OC(C)C)C1=NC(=NO1)C=1C=CC=C2C(=CNC12)C(=O)NCC(=O)[O-] (N-{[7-(5-{3-chloro-4-[(1-methylethyl)oxy]phenyl}-1,2,4-oxadiazol-3-yl)-1H-indol-3-yl]carbonyl}glycinate), [OH-].[Na+] (NaOH), Cl (HCl). Run in C1CCOC1 (THF). Reaction conditions: time 8 hour. The product is ClC=1C=C(C=CC1OC(C)C)C1=NC(=NO1)C=1C=CC=C2C(=CNC12)C(=O)NCC(=O)O (N-{[7-(5-{3-chloro-4-[(1-methylethyl)oxy]phenyl}-1,2,4-oxadiazol-3-yl)-1H-indol-3-yl]carbonyl}glycine). Isolated yield 55.9%. Reaction SMILES: [Cl:1][C:2]1[CH:3]=[C:4]([C:12]2[O:16][N:15]=[C:14]([C:17]3[CH:18]=[CH:19][CH:20]=[C:21]4[C:25]=3[NH:24][CH:23]=[C:22]4[C:26]([NH:28][CH2:29][C:30]([O-:32])=[O:31])=[O:27])[N:13]=2)[CH:5]=[CH:6][C:7]=1[O:8][CH:9]([CH3:11])[CH3:10].[OH-].[Na+].Cl>C1COCC1>[Cl:1][C:2]1[CH:3]=[C:4]([C:12]2[O:16][N:15]=[C:14]([C:17]3[CH:18]=[CH:19][CH:20]=[C:21]4[C:25]=3[NH:24][CH:23]=[C:22]4[C:26]([NH:28][CH2:29][C:30]([OH:32])=[O:31])=[O:27])[N:13]=2)[CH:5]=[CH:6][C:7]=1[O:8][CH:9]([CH3:10])[CH3:11] |f:1.2|. Procedure details: To a solution of ethyl N-{[7-(5-{3-chloro-4-[(1-methylethyl)oxy]phenyl}-1,2,4-oxadiazol-3-yl)-1H-indol-3-yl]carbonyl}glycinate (D96) (50 mg) in THF (5 mL) was added aqueous NaOH (2 M, 2 mL). The reaction was stirred at room temperature overnight. The mixture was acidified with aqueous HCl (2 M) to pH 4-5, partitioned between ethyl acetate (25 mL) and water (25 mL). The organic phase was washed with water (25 mL) and brine (25 mL), dried over anhydrous sodium sulphate and evaporated to give the c... Reactants: CCCCP(CCCC)CCCC, CCOC(=O)C(=[N+]=[N-])C(=O)c1cccc(Cl)c1F, C1COCCO1. Product: CCOC(=O)C(=NN)C(=O)c1cccc(Cl)c1F. As a reaction SMILES: [CH2:19]([P:20]([CH2:21][CH2:22][CH2:23][CH3:24])[CH2:25][CH2:26][CH2:27][CH3:28])[CH2:29][CH2:30][CH3:31].[Cl:1][c:2]1[c:3]([F:18])[c:4]([C:8]([C:9]([C:10](=[O:11])[O:12][CH2:13][CH3:14])=[N+:15]=[N-:16])=[O:17])[cH:5][cH:6][cH:7]1.[O:32]1[CH2:33][CH2:34][O:35][CH2:36][CH2:37]1>>[Cl:1][c:2]1[c:3]([F:18])[c:4]([C:8]([C:9]([C:10](=[O:11])[O:12][CH2:13][CH3:14])=[N:15][NH2:16])=[O:17])[cH:5][cH:6][cH:7]1.